From a dataset of the Open Reaction Database (ORD), a public repository of structured organic reaction records. describe an organic reaction: reactants, conditions, products, and yield Starting materials: COC(C1=CC(=C(C=C1)F)[N+](=O)[O-])=O (4-fluoro-3-nitro-benzoic acid methyl ester), Cl (hydrochloric acid), FC(C1C(CCCC1)N)(F)F (2-(trifluoromethyl)cyclohexylamine), CCN(C(C)C)C(C)C (DIPEA). Run in O (water), CN(C)C=O (DMF). Run at time 16 hour. The product is COC(C1=CC(=C(C=C1)NC1C(CCCC1)C(F)(F)F)[N+](=O)[O-])=O (3-Nitro-4-(2-trifluoromethyl-cyclohexylamino)-benzoic acid methyl ester). Yield: 101.3%. RXN SMILES: [CH3:1][O:2][C:3](=[O:14])[C:4]1[CH:9]=[CH:8][C:7](F)=[C:6]([N+:11]([O-:13])=[O:12])[CH:5]=1.CCN(C(C)C)C(C)C.[F:24][C:25]([F:34])([F:33])[CH:26]1[CH2:31][CH2:30][CH2:29][CH2:28][CH:27]1[NH2:32].Cl>O.CN(C=O)C>[CH3:1][O:2][C:3](=[O:14])[C:4]1[CH:9]=[CH:8][C:7]([NH:32][CH:27]2[CH2:28][CH2:29][CH2:30][CH2:31][CH:26]2[C:25]([F:24])([F:33])[F:34])=[C:6]([N+:11]([O-:13])=[O:12])[CH:5]=1. Procedure: To a solution of 0.92 g of 4-fluoro-3-nitro-benzoic acid methyl ester in 15 ml of abs. DMF was added 0.84 ml of DIPEA, followed by 0.85 g of 2-(trifluoromethyl)cyclohexylamine. After 16 h at rt, the mixture was poured into water, the pH was adjusted to 4 by the addition of 1 M aqueous hydrochloric acid, and the reaction mixture was extracted with ethyl acetate three times. The combined organic phases were washed with water, dried over sodium sulphate and concentrated to yield 1.62 g (100%) of 3-... Starting materials: O (water), ClC=1OC(=CN1)C1=CC=CC(=N1)NC1=NC=CC(=C1)C ([6-(2-chloro-oxazol-5-yl)-pyridin-2-yl]-(4-methyl-pyridin-2-yl)-amine), C(=O)([O-])[O-].[K+].[K+] (K2CO3), C1(CCCCC1)S (cyclohexanethiol). The solvent is CC(C)O (iPrOH). The product is C1(CCCCC1)SC=1OC(=CN1)C1=CC=CC(=N1)NC1=NC=CC(=C1)C ([6-(2-Cylohexylsulfanyl-oxazol-5-yl)-pyridin-2-yl]-(4-methyl-pyridin-2-yl)-amine). Yield: 70.6%. Reaction SMILES: Cl[C:2]1[O:3][C:4]([C:7]2[N:12]=[C:11]([NH:13][C:14]3[CH:19]=[C:18]([CH3:20])[CH:17]=[CH:16][N:15]=3)[CH:10]=[CH:9][CH:8]=2)=[CH:5][N:6]=1.C([O-])([O-])=O.[K+].[K+].[CH:27]1([SH:33])[CH2:32][CH2:31][CH2:30][CH2:29][CH2:28]1.O>CC(O)C>[CH:27]1([S:33][C:2]2[O:3][C:4]([C:7]3[N:12]=[C:11]([NH:13][C:14]4[CH:19]=[C:18]([CH3:20])[CH:17]=[CH:16][N:15]=4)[CH:10]=[CH:9][CH:8]=3)=[CH:5][N:6]=2)[CH2:32][CH2:31][CH2:30][CH2:29][CH2:28]1 |f:1.2.3|. Procedure: A mixture of [6-(2-chloro-oxazol-5-yl)-pyridin-2-yl]-(4-methyl-pyridin-2-yl)-amine (50 mg, 0.174 mmol), K2CO3 (72 mg, 0.523 mmol) and cyclohexanethiol (64 μl, 0.523 mmol) in iPrOH (5 ml) were heated to reflux for 18 h. The cooled mixture was treated with water and extracted with DCM. The combined organics were dried over MgSO4, filtered and evaporated under reduced pressure to a yellow gum. The gum was taken up in a minimum of DCM and precipitated with n-pentane to afford the title compound as a... Reactants: CC(=O)O, O=[N+]([O-])c1ccccc1Oc1ccc2c(c1)CCC(c1ccccc1)O2, [Zn]. Yields the product Nc1ccccc1Oc1ccc2c(c1)CCC(c1ccccc1)O2. RXN SMILES: [CH3:27][C:28](=[O:29])[OH:30].[N+:1]([O-:2])(=[O:3])[c:4]1[c:5]([O:10][c:11]2[cH:12][c:13]3[c:18]([cH:19][cH:20]2)[O:17][CH:16]([c:21]2[cH:22][cH:23][cH:24][cH:25][cH:26]2)[CH2:15][CH2:14]3)[cH:6][cH:7][cH:8][cH:9]1.[Zn:31]>>[NH2:1][c:4]1[c:5]([O:10][c:11]2[cH:12][c:13]3[c:18]([cH:19][cH:20]2)[O:17][CH:16]([c:21]2[cH:22][cH:23][cH:24][cH:25][cH:26]2)[CH2:15][CH2:14]3)[cH:6][cH:7][cH:8][cH:9]1. Reactants: NC1=C(C2=C(S1)C1=CC=CC=C1C2)C(=O)N (2-amino-4H-indeno[1,2-b]thiophene-3-carboxylic acid amide), NC1=C(C2=C(S1)C1=CC=CC=C1CC2)C(=O)N (2-amino-4,5-dihydro-naphtho[1,2-b]thiophene-3-carboxylic acid amide). Yields the product C(C)(=O)NC1=C(C2=C(S1)C1=CC=CC=C1CC2)C(=O)N (2-Acetylamino-4,5-dihydro-naphtho[1,2-b]thiophene-3-carboxylic acid amide). As a reaction SMILES: NC1SC2C3C(CC=2[C:3]=1[C:14](N)=[O:15])=CC=CC=3.[NH2:17][C:18]1[S:22][C:21]2[C:23]3[C:28]([CH2:29][CH2:30][C:20]=2[C:19]=1[C:31]([NH2:33])=[O:32])=[CH:27][CH:26]=[CH:25][CH:24]=3>>[C:14]([NH:17][C:18]1[S:22][C:21]2[C:23]3[C:28]([CH2:29][CH2:30][C:20]=2[C:19]=1[C:31]([NH2:33])=[O:32])=[CH:27][CH:26]=[CH:25][CH:24]=3)(=[O:15])[CH3:3]. Procedure details: The title compound was prepared by the same procedure as Example 3 except that 2-amino-4H-indeno[1,2-b]thiophene-3-carboxylic acid amide was replaced with 2-amino-4,5-dihydro-naphtho[1,2-b]thiophene-3-carboxylic acid amide to give the above title compound as brown solid. ESMS m/z: 287 [M+H]+. The reactants are C(CCC)OCC1=CC=C(C=C1)CO ((4-butoxymethyl-phenyl)-methanol), C1(=CC=CC=C1)P(C1=CC=CC=C1)C1=CC=CC=C1 (triphenylphosphine), C(Cl)(Cl)(Cl)Cl (carbon tetrachloride). Yields the product C(CCC)OCC1=CC=C(C=C1)CCl (1-Butoxymethyl-4-chloromethyl-benzene). Yield: 86.0%. RXN SMILES: [CH2:1]([O:5][CH2:6][C:7]1[CH:12]=[CH:11][C:10]([CH2:13]O)=[CH:9][CH:8]=1)[CH2:2][CH2:3][CH3:4].C1(P(C2C=CC=CC=2)C2C=CC=CC=2)C=CC=CC=1.C(Cl)(Cl)(Cl)[Cl:35]>>[CH2:1]([O:5][CH2:6][C:7]1[CH:12]=[CH:11][C:10]([CH2:13][Cl:35])=[CH:9][CH:8]=1)[CH2:2][CH2:3][CH3:4]. Procedure details: A mixture of (4-butoxymethyl-phenyl)-methanol (190 mg, 0.98 mmol) described in Manufacturing Example 33-1-3, triphenylphosphine (310 mg, 1.2 mmol) and carbon tetrachloride (3 mL) was stirred under reflux for 7 hours. The reaction mixture was cooled to room temperature, and concentrated under a reduced pressure. The residue was purified by neutral silica gel column chromatography (ethyl acetate:heptane=1:15) to obtain the title compound (180 mg, 86%). Reaction SMILES: [C:1]([CH3:2])([CH3:3])([CH3:4])[O:5][C:6]([CH2:7][O:8][c:9]1[s:10][cH:11][c:12](-[c:14]2[cH:15][cH:16][c:17]([F:20])[cH:18][cH:19]2)[n:13]1)=[O:21].[F:22][C:23]([C:24](=[O:25])[OH:26])([F:27])[F:28]>>[F:22][C:23]([C:24](=[O:25])[OH:26])([F:27])[F:28].[O:5]=[C:6]([CH2:7][O:8][c:9]1[s:10][cH:11][c:12](-[c:14]2[cH:15][cH:16][c:17]([F:20])[cH:18][cH:19]2)[n:13]1)[OH:21]. Reactants: CC(C)(C)OC(=O)COc1nc(-c2ccc(F)cc2)cs1, O=C(O)C(F)(F)F. The product is O=C(O)C(F)(F)F, O=C(O)COc1nc(-c2ccc(F)cc2)cs1.